Dataset: the Open Reaction Database (ORD), a public repository of structured organic reaction records. Task: describe an organic reaction: reactants, conditions, products, and yield Starting materials: CC(C)(C)OC(=O)NC(CCO)C(=O)O, CN(C)P(=O)(N(C)C)N(C)C, CCOC(C)=O, [Na], BrC(c1ccccc1)c1ccccc1. Product: CC(C)(C)OC(=O)NC(CCO)C(=O)OC(c1ccccc1)c1ccccc1. As a reaction SMILES: [C:2]([CH3:3])([CH3:4])([CH3:5])[O:6][C:7](=[O:8])[NH:9][CH:10]([CH2:11][CH2:12][OH:13])[C:14](=[O:15])[OH:16].[CH3:17][N:18]([P:19]([N:20]([CH3:21])[CH3:22])([N:23]([CH3:24])[CH3:25])=[O:26])[CH3:27].[CH3:42][CH2:43][O:44][C:45](=[O:46])[CH3:47].[Na:1].[c:28]1([CH:34]([c:35]2[cH:36][cH:37][cH:38][cH:39][cH:40]2)[Br:41])[cH:29][cH:30][cH:31][cH:32][cH:33]1>>[C:2]([CH3:3])([CH3:4])([CH3:5])[O:6][C:7](=[O:8])[NH:9][CH:10]([CH2:11][CH2:12][OH:13])[C:14]([O:15][CH:34]([c:28]1[cH:29][cH:30][cH:31][cH:32][cH:33]1)[c:35]1[cH:36][cH:37][cH:38][cH:39][cH:40]1)=[O:16]. Reactants: BrCc1ccccc1, O=C([O-])[O-], CC(C)=O, [K+], [K+], CCCC1(C)CC(=O)c2ccc(O)c(C)c2O1. As a reaction SMILES: [Br:18][CH2:19][c:20]1[cH:21][cH:22][cH:23][cH:24][cH:25]1.[C:26](=[O:27])([O-:28])[O-:29].[CH3:32][C:33](=[O:34])[CH3:35].[K+:30].[K+:31].[OH:1][c:2]1[cH:3][cH:4][c:5]2[c:10]([c:11]1[CH3:12])[O:9][C:8]([CH2:13][CH2:14][CH3:15])([CH3:16])[CH2:7][C:6]2=[O:17]>>[O:1]([c:2]1[cH:3][cH:4][c:5]2[c:10]([c:11]1[CH3:12])[O:9][C:8]([CH2:13][CH2:14][CH3:15])([CH3:16])[CH2:7][C:6]2=[O:17])[CH2:19][c:20]1[cH:21][cH:22][cH:23][cH:24][cH:25]1. The product is CCCC1(C)CC(=O)c2ccc(OCc3ccccc3)c(C)c2O1. Reactants: [N+](=O)([O-])C1=CC=C(CCN)C=C1 (4-Nitrophenethylamine), C(CC)N=C=O (propyl isocyanate). Run in C1(=CC=CC=C1)C (toluene). Run at time 2 hour. Yields the product [N+](=O)([O-])C1=CC=C(CCNC(=O)NCCC)C=C1 (1-(4-nitrophenethyl)-3propylurea). Yield: 89.3%. As a reaction SMILES: [N+:1]([C:4]1[CH:12]=[CH:11][C:7]([CH2:8][CH2:9][NH2:10])=[CH:6][CH:5]=1)([O-:3])=[O:2].[CH2:13]([N:16]=[C:17]=[O:18])[CH2:14][CH3:15]>C1(C)C=CC=CC=1>[N+:1]([C:4]1[CH:5]=[CH:6][C:7]([CH2:8][CH2:9][NH:10][C:17]([NH:16][CH2:13][CH2:14][CH3:15])=[O:18])=[CH:11][CH:12]=1)([O-:3])=[O:2]. Procedure: 4-Nitrophenethylamine (127 g, 0.767 mol) [J. Org. Chem., 43, 31 (1978)] was dissolved in 2.5 liters of toluene, and propyl isocyanate (72 ml, 0.764 mol) was slowly added dropwise at room temperature. The mixture was stirred for two hours, and the crystals formed were collected by filtration and dried under reduced pressure to give 171.5 g (yield: 89.8%) of 1-(4-nitrophenethyl)-3propylurea (Compound a). Starting materials: [O-]P(=O)([O-])[O-].[K+].[K+].[K+] (Potassium phosphate tribasic), BrC=1C=C(C(=NC1)OC)N (5-bromo-2-methoxypyridin-3-amine), CC(C)C1=CC(=C(C(=C1)C(C)C)C2=C(C=CC=C2)P(C3CCCCC3)C4CCCCC4)C(C)C (X-Phos), 11.1.A, N1=CC=C(C=C1)B(O)O (pyridin-4-ylboronic acid), N-butanol. The reagents and catalysts are C=1C=CC(=CC1)/C=C/C(=O)/C=C/C2=CC=CC=C2.C=1C=CC(=CC1)/C=C/C(=O)/C=C/C2=CC=CC=C2.C=1C=CC(=CC1)/C=C/C(=O)/C=C/C2=CC=CC=C2.[Pd].[Pd] (tris(dibenzylideneacetone)dipalladium). Conditions: temperature 110 celsius. The product is COC1=NC=C(C=C1N)C1=CC=NC=C1 (2-Methoxy-5-(pyridine-4-yl)pyridine-3-amine). The yield is 74.0%. RXN SMILES: Br[C:2]1[CH:3]=[C:4]([NH2:10])[C:5]([O:8][CH3:9])=[N:6][CH:7]=1.[N:11]1[CH:16]=[CH:15][C:14](B(O)O)=[CH:13][CH:12]=1.CC(C1C=C(C(C)C)C(C2C=CC=CC=2P(C2CCCCC2)C2CCCCC2)=C(C(C)C)C=1)C.[O-]P([O-])([O-])=O.[K+].[K+].[K+]>C1C=CC(/C=C/C(/C=C/C2C=CC=CC=2)=O)=CC=1.C1C=CC(/C=C/C(/C=C/C2C=CC=CC=2)=O)=CC=1.C1C=CC(/C=C/C(/C=C/C2C=CC=CC=2)=O)=CC=1.[Pd].[Pd]>[CH3:9][O:8][C:5]1[C:4]([NH2:10])=[CH:3][C:2]([C:14]2[CH:15]=[CH:16][N:11]=[CH:12][CH:13]=2)=[CH:7][N:6]=1 |f:3.4.5.6,7.8.9.10.11|. Procedure: To a flask were weighed 5-bromo-2-methoxypyridin-3-amine, 11.1.A, (1 g, 4.9 mmol), pyridin-4-ylboronic acid (0.73 g, 5.9 mmol), X-Phos (0.47 g, 0.99 mmol), tris(dibenzylideneacetone)dipalladium (0) (0.22 g, 0.25 mmol), and Potassium phosphate tribasic (3.13 g, 14.8 mmol). N-butanol was added as a solvent and the reaction mixture was heated at 110° C. for 3 hr. The solids were filtered off through a pad of celite. The filtrate was concentrated and chromatographed by gradient EtOAc/DCM and then 10... Starting materials: IC1=CN(C2=CC=C(C=C12)C=1SC(=NN1)S(=O)(=O)C)S(=O)(=O)C1=CC=C(C)C=C1 (2-(3-iodo-1-tosyl-1H-indol-5-yl)-5-(methylsulfonyl)-1,3,4-thiadiazole), C(C)(C)OC1=NC(=CC=C1)B1OC(C(O1)(C)C)(C)C (2-isopropoxy-6-(4,4,5,5-tetramethyl-1,3,2-dioxaborolan-2-yl)pyridine), bis(di-tert-butyl(4-dimethylaminophenyl)phosphine) dichloropalladium(II), P(=O)([O-])([O-])[O-].[K+].[K+].[K+] (potassium phosphate). The solvent is CC(C)O (IPA), O (H2O). Reaction conditions: temperature 100 celsius, time 10 minute. The product is C(C)(C)OC1=CC=CC(=N1)C1=CN(C2=CC=C(C=C12)C=1SC(=NN1)S(=O)(=O)C)S(=O)(=O)C1=CC=C(C)C=C1 (2-(3-(6-isopropoxypyridin-2-yl)-1-tosyl-1H-indol-5-yl)-5-(methylsulfonyl)-1,3,4-thiadiazole). Yield: 29.3%. Reaction SMILES: I[C:2]1[C:10]2[C:5](=[CH:6][CH:7]=[C:8]([C:11]3[S:12][C:13]([S:16]([CH3:19])(=[O:18])=[O:17])=[N:14][N:15]=3)[CH:9]=2)[N:4]([S:20]([C:23]2[CH:29]=[CH:28][C:26]([CH3:27])=[CH:25][CH:24]=2)(=[O:22])=[O:21])[CH:3]=1.[CH:30]([O:33][C:34]1[CH:39]=[CH:38][CH:37]=[C:36](B2OC(C)(C)C(C)(C)O2)[N:35]=1)([CH3:32])[CH3:31].P([O-])([O-])([O-])=O.[K+].[K+].[K+]>CC(O)C.O>[CH:30]([O:33][C:34]1[N:35]=[C:36]([C:2]2[C:10]3[C:5](=[CH:6][CH:7]=[C:8]([C:11]4[S:12][C:13]([S:16]([CH3:19])(=[O:17])=[O:18])=[N:14][N:15]=4)[CH:9]=3)[N:4]([S:20]([C:23]3[CH:24]=[CH:25][C:26]([CH3:27])=[CH:28][CH:29]=3)(=[O:21])=[O:22])[CH:3]=2)[CH:37]=[CH:38][CH:39]=1)([CH3:32])[CH3:31] |f:2.3.4.5|. Procedure details: A yellow suspension of 2-(3-iodo-1-tosyl-1H-indol-5-yl)-5-(methylsulfonyl)-1,3,4-thiadiazole (300 mg, 0.536 mmol), 2-isopropoxy-6-(4,4,5,5-tetramethyl-1,3,2-dioxaborolan-2-yl)pyridine (CombiPhos Catalysts, Inc., Princeton, N.J.; 198 mg, 0.751 mmol), bis(di-tert-butyl(4-dimethylaminophenyl)phosphine)-dichloropalladium(II) (Aldrich; 18.99 mg, 0.027 mmol), and potassium phosphate (341 mg, 1.609 mmol) in a mixture of IPA (3.5 mL) and H2O (1.50 mL) was stirred at 100° C. for 10 min. The mixture was p... Starting materials: O (water), [OH-].[Na+] (NaOH), OCC=1OC=C(C(C1)=O)OC (2-hydroxymethyl-5-methoxy-4-pyranone). The reagents and catalysts are [Ag]=O (silver oxide), [O-2].[O-2].[Mn+4] (manganese dioxide). Run in CO (methanol). Yields the product COC=1C(C=C(OC1)C(=O)O)=O (5-Methoxy-4-oxo-4H-pyran-2-carboxylic acid), solid. Isolated yield 50.0%. As a reaction SMILES: [OH:1][CH2:2][C:3]1[O:4][CH:5]=[C:6]([O:10][CH3:11])[C:7](=[O:9])[CH:8]=1.[OH2:12].[OH-].[Na+]>CO.[O-2].[O-2].[Mn+4].[Ag]=O>[CH3:11][O:10][C:6]1[C:7](=[O:9])[CH:8]=[C:3]([C:2]([OH:12])=[O:1])[O:4][CH:5]=1 |f:2.3,5.6.7|. Reported procedure: In a 250 ml round-bottom flask, 2-hydroxymethyl-5-methoxy-4-pyranone (2.2 g, 1 equiv.) was dissolved in 85 ml of methanol and 19.6 g of active manganese dioxide were added (16 equiv.). The reaction mixture was heated under reflux for 1.5 h, then cooled to room temperature. The insoluble part was filtered out and the remaining filtrate solution was concentrated to ca. a third of the initial volume. To this, 30 ml of water, 10 ml of NaOH 1 N and 3.3 g of silver oxide (1 equiv.) were added. The res... Product: COC(=O)c1cc(Br)c([N+](=O)[O-])s1. Reactants: COC(=O)c1cc(Br)cs1, O=[N+]([O-])O, O=S(=O)(O)O. As a reaction SMILES: [CH3:5][O:6][C:7](=[O:8])[c:9]1[s:10][cH:11][c:12]([Br:14])[cH:13]1.[OH:1][N+:2]([O-:3])=[O:4].[S:15](=[O:16])(=[O:17])([OH:18])[OH:19]>>[O-:1][N+:2](=[O:4])[c:11]1[s:10][c:9]([C:7]([O:6][CH3:5])=[O:8])[cH:13][c:12]1[Br:14]. Reactants: CCCCCCCC(=O)NC(C)c1ccccc1, C=CCBr, C1CCOC1, CCCCCC, Cl, [H-], [Na+]. The product is C=CCN(C(=O)CCCCCCC)C(C)c1ccccc1. Reaction SMILES: [C:3]([CH2:4][CH2:5][CH2:6][CH2:7][CH2:8][CH2:9][CH3:10])(=[O:11])[NH:12][CH:13]([CH3:14])[c:15]1[cH:16][cH:17][cH:18][cH:19][cH:20]1.[CH2:21]([CH:22]=[CH2:23])[Br:24].[CH2:32]1[O:33][CH2:34][CH2:35][CH2:36]1.[CH3:26][CH2:27][CH2:28][CH2:29][CH2:30][CH3:31].[ClH:25].[H-:1].[Na+:2]>>[C:3]([CH2:4][CH2:5][CH2:6][CH2:7][CH2:8][CH2:9][CH3:10])(=[O:11])[N:12]([CH:13]([CH3:14])[c:15]1[cH:16][cH:17][cH:18][cH:19][cH:20]1)[CH2:23][CH:22]=[CH2:21]. The reactants are OC=1C=C(C=CC1)CC(=O)O (2-(3-hydroxyphenyl)acetic acid), BrCC1CC1 ((bromomethyl)cyclopropane), [OH-].[K+] (potassium hydroxide). The solvent is CCO (EtOH). The product is C1(CC1)COC=1C=C(C=CC1)CC(=O)O (2-(3-(cyclopropylmethoxy)phenyl)acetic acid). Isolated yield 58.8%. As a reaction SMILES: [OH:1][C:2]1[CH:3]=[C:4]([CH2:8][C:9]([OH:11])=[O:10])[CH:5]=[CH:6][CH:7]=1.Br[CH2:13][CH:14]1[CH2:16][CH2:15]1.[OH-].[K+]>CCO>[CH:14]1([CH2:13][O:1][C:2]2[CH:3]=[C:4]([CH2:8][C:9]([OH:11])=[O:10])[CH:5]=[CH:6][CH:7]=2)[CH2:16][CH2:15]1 |f:2.3|. Procedure details: A mixture containing 2-(3-hydroxyphenyl)acetic acid (1.0 g, 6.6 mmol), (bromomethyl)cyclopropane (0.97 g, 7.2 mmol), potassium hydroxide (0.920 g, 16.4 mmol), KI (22 mg, 0.13 mmol) in EtOH (20 mL) was refluxed for 18 h. The solvent was removed in vacuo, and the residue was dissolved in 50 mL of water and extracted with ether. The aqueous layer was acidified with aqueous 1N HCl and extracted with EtOAc. The organic layers were dried (Na2SO4) and concentrated to afford a residue which was purified... The reactants are N1=CC=CC=C1 (pyridine), BrC=1C=C(C=NC1)N (5-Bromopyridin-3-amine), FC1=C(C=CC(=C1)OC)S(=O)(=O)Cl (2-fluoro-4-methoxybenzene-1-sulfonyl chloride). Solvent: ClCCl (dichloromethane). The product is BrC=1C=C(C=NC1)NS(=O)(=O)C1=C(C=C(C=C1)OC)F (N-(5-Bromopyridin-3-yl)-2-fluoro-4-methoxybenzenesulfonamide). Isolated yield 75.9%. As a reaction SMILES: [Br:1][C:2]1[CH:3]=[C:4]([NH2:8])[CH:5]=[N:6][CH:7]=1.N1C=CC=CC=1.[F:15][C:16]1[CH:21]=[C:20]([O:22][CH3:23])[CH:19]=[CH:18][C:17]=1[S:24](Cl)(=[O:26])=[O:25]>ClCCl>[Br:1][C:2]1[CH:3]=[C:4]([NH:8][S:24]([C:17]2[CH:18]=[CH:19][C:20]([O:22][CH3:23])=[CH:21][C:16]=2[F:15])(=[O:25])=[O:26])[CH:5]=[N:6][CH:7]=1. Procedure: 5-Bromopyridin-3-amine (500 mg, 2.89 mmol) was dissolved in dichloromethane (14 ml) and pyridine (4 ml) was added. To this mixture 2-fluoro-4-methoxybenzene-1-sulfonyl chloride (1 g, 4.45 mmol) was added dropwise and the mixture stirred at reflux for 5 h. Once at room temperature, the reaction mixture was washed with water and brine, dried over magnesium sulphate, filtered and the solvents were removed under reduced pressure. The product was purified by flash chromatography (0% to 50% DCM/AcOEt)...